Dataset: the Open Reaction Database (ORD), a public repository of structured organic reaction records. Task: describe an organic reaction: reactants, conditions, products, and yield Starting materials: CC(=O)OC1C(OC(=O)c2ccccc2)C(COC(=O)c2ccccc2)OC1n1ccc(=O)[nH]c1=O, CC(C)=O, CC(=O)O, NN, O, c1ccncc1. Yields the product O=C(OCC1OC(n2ccc(=O)[nH]c2=O)C(O)C1OC(=O)c1ccccc1)c1ccccc1. RXN SMILES: [C:4](=[O:5])([CH3:6])[O:7][CH:8]1[CH:9]([n:32]2[c:33](=[O:34])[nH:35][c:36](=[O:37])[cH:38][cH:39]2)[O:10][CH:11]([CH2:22][O:23][C:24]([c:25]2[cH:26][cH:27][cH:28][cH:29][cH:30]2)=[O:31])[CH:12]1[O:13][C:14]([c:15]1[cH:16][cH:17][cH:18][cH:19][cH:20]1)=[O:21].[CH3:40][C:41](=[O:42])[CH3:43].[CH3:50][C:51](=[O:52])[OH:53].[NH2:2][NH2:3].[OH2:1].[cH:44]1[cH:45][cH:46][n:47][cH:48][cH:49]1>>[OH:7][CH:8]1[CH:9]([n:32]2[c:33](=[O:34])[nH:35][c:36](=[O:37])[cH:38][cH:39]2)[O:10][CH:11]([CH2:22][O:23][C:24]([c:25]2[cH:26][cH:27][cH:28][cH:29][cH:30]2)=[O:31])[CH:12]1[O:13][C:14]([c:15]1[cH:16][cH:17][cH:18][cH:19][cH:20]1)=[O:21]. Procedure: Preparation of 5-(aziridin-1-yl)-N-(2,3-dihydroxypropyl)-2-(methylsulfonyl)-4-nitrobenzamide (10) A mixture of 5-chloro-2-(methylsulfonyl)-4-nitrobenzoic acid (Somani et al., Br. J. Cancer 1994, 69 (Suppl. XXI), 38) (2.21 g, 7.9 mmol) and SOCl2 (20 mL) containing DMF (2 drops) was refluxed for 1 h, then evaporated to dryness under reduced pressure. The resulting crude acid chloride was dissolved in anhydrous Me2CO (40 mL), and the solution was cooled to −5° C. and treated in one portion with a c... The solvent is O (water), O (water), CCOC(=O)C (EtOAc). Yield: 91.0%. Reaction SMILES: N1([C:4]2[C:5]([N+:22]([O-:24])=[O:23])=[CH:6][C:7]([S:18]([CH3:21])(=[O:20])=[O:19])=[C:8]([CH:17]=2)[C:9]([NH:11][CH2:12][CH:13]([OH:16])[CH2:14][OH:15])=[O:10])CC1.[Cl:25]C1C([N+]([O-])=O)=CC(S(C)(=O)=O)=C(C=1)C(O)=O.O=S(Cl)Cl.NCC(O)CO>CN(C=O)C.O.CCOC(C)=O>[Cl:25][C:4]1[C:5]([N+:22]([O-:24])=[O:23])=[CH:6][C:7]([S:18]([CH3:21])(=[O:20])=[O:19])=[C:8]([CH:17]=1)[C:9]([NH:11][CH2:12][CH:13]([OH:16])[CH2:14][OH:15])=[O:10]. The reagents and catalysts are CN(C)C=O (DMF). Starting materials: NCC(CO)O (3-aminopropane-1,2-diol), N1(CC1)C=1C(=CC(=C(C(=O)NCC(CO)O)C1)S(=O)(=O)C)[N+](=O)[O-] (5-(aziridin-1-yl)-N-(2,3-dihydroxypropyl)-2-(methylsulfonyl)-4-nitrobenzamide), ClC=1C(=CC(=C(C(=O)O)C1)S(=O)(=O)C)[N+](=O)[O-] (5-chloro-2-(methylsulfonyl)-4-nitrobenzoic acid), O=S(Cl)Cl (SOCl2). Run at temperature -5 celsius, time 15 minute. The product is ClC=1C(=CC(=C(C(=O)NCC(CO)O)C1)S(=O)(=O)C)[N+](=O)[O-] (5-chloro-N-(2,3-dihydroxypropyl)-2-(methylsulfonyl)-4-nitrobenzamide). Starting materials: P(=O)(OCCOCCOCCCCCCCCCCCCCCC)(OCCBr)[O-] (2-[2-(pentadecyloxy)ethoxy]ethyl 2-bromoethyl phosphate), N1=CC=CC=C1 (pyridine). Product: P(=O)(OCCOCCOCCCCCCCCCCCCCCC)(OCC[N+]1=CC=CC=C1)[O-] (3,6-Dioxaheneicosyl 2-pyridinioethyl phosphate). As a reaction SMILES: [P:1]([O-:29])([O:25][CH2:26][CH2:27]Br)([O:3][CH2:4][CH2:5][O:6][CH2:7][CH2:8][O:9][CH2:10][CH2:11][CH2:12][CH2:13][CH2:14][CH2:15][CH2:16][CH2:17][CH2:18][CH2:19][CH2:20][CH2:21][CH2:22][CH2:23][CH3:24])=[O:2].[N:30]1[CH:35]=[CH:34][CH:33]=[CH:32][CH:31]=1>>[P:1]([O-:29])([O:25][CH2:26][CH2:27][N+:30]1[CH:35]=[CH:34][CH:33]=[CH:32][CH:31]=1)([O:3][CH2:4][CH2:5][O:6][CH2:7][CH2:8][O:9][CH2:10][CH2:11][CH2:12][CH2:13][CH2:14][CH2:15][CH2:16][CH2:17][CH2:18][CH2:19][CH2:20][CH2:21][CH2:22][CH2:23][CH3:24])=[O:2]. Reported procedure: In the same manner as above, 2-[2-(pentadecyloxy)ethoxy]ethyl 2-bromoethyl phosphate is reacted with pyridine to give the title compound. Reactants: C(#N)C1=CC=C(C=C1)NC(C(=O)O)C1=C(C=C(C(=C1)OCC)OCCO)F ((RS)-(4-cyano-phenylamino)-[5-ethoxy-2-fluoro-4-(2-hydroxy-ethoxy)-phenyl]-acetic acid), O (Water), C([O-])([O-])=O.[K+].[K+] (Potassium carbonate), C(CCC)I (n-butyl iodide). The reagents and catalysts are [I-].C(CCC)[N+](CCCC)(CCCC)CCCC (tetrabutylammonium iodide). The solvent is CN(C)C=O (DMF). Conditions: time 8 hour. Product: C(CCC)OC(C(C1=C(C=C(C(=C1)OCC)OCCO)F)NC1=CC=C(C=C1)C#N)=O ((RS)-(4-cyano-phenylamino)-[5-ethoxy-2-fluoro-4-(2-hydroxy-ethoxy)-phenyl]-acetic acid butyl ester). Isolated yield 56.2%. RXN SMILES: [C:1]([C:3]1[CH:8]=[CH:7][C:6]([NH:9][CH:10]([C:14]2[CH:19]=[C:18]([O:20][CH2:21][CH3:22])[C:17]([O:23][CH2:24][CH2:25][OH:26])=[CH:16][C:15]=2[F:27])[C:11]([OH:13])=[O:12])=[CH:5][CH:4]=1)#[N:2].C(=O)([O-])[O-].[K+].[K+].[CH2:34](I)[CH2:35][CH2:36][CH3:37].O>CN(C=O)C.[I-].C([N+](CCCC)(CCCC)CCCC)CCC>[CH2:34]([O:12][C:11](=[O:13])[CH:10]([NH:9][C:6]1[CH:7]=[CH:8][C:3]([C:1]#[N:2])=[CH:4][CH:5]=1)[C:14]1[CH:19]=[C:18]([O:20][CH2:21][CH3:22])[C:17]([O:23][CH2:24][CH2:25][OH:26])=[CH:16][C:15]=1[F:27])[CH2:35][CH2:36][CH3:37] |f:1.2.3,7.8|. Reported procedure: The (RS)-(4-cyano-phenylamino)-[5-ethoxy-2-fluoro-4-(2-hydroxy-ethoxy)-phenyl]-acetic acid (226 mg) described in example 1.25 was dissolved in DMF (2 ml). Potassium carbonate (167 mg), n-butyl iodide (556 mg) and tetrabutylammonium iodide (22 mg) were added and the mixture was stirred overnight at r.t. Water was added and the mixture was extracted with EtOAc. The org. phase was washed with water, dried, filtered and concentrated. The product was purified by chromatography (SiO2, EtOAc/hexane) to... Reactants: CCN(C(C)C)C(C)C, O=C(c1cccc(F)c1)c1nc(Cl)c2ccccc2n1, CN(C)C=O, Nc1cc[nH]n1. Product: O=C(c1cccc(F)c1)c1nc(Nc2cc[nH]n2)c2ccccc2n1. Reaction SMILES: [CH:21]([N:22]([CH2:23][CH3:24])[CH:25]([CH3:26])[CH3:27])([CH3:28])[CH3:29].[Cl:1][c:2]1[n:3][c:4]([C:12](=[O:13])[c:14]2[cH:15][c:16]([F:20])[cH:17][cH:18][cH:19]2)[n:5][c:6]2[cH:7][cH:8][cH:9][cH:10][c:11]12.[O:36]=[CH:37][N:38]([CH3:39])[CH3:40].[nH:30]1[n:31][c:32]([NH2:35])[cH:33][cH:34]1>>[c:2]1([NH:35][c:32]2[n:31][nH:30][cH:34][cH:33]2)[n:3][c:4]([C:12](=[O:13])[c:14]2[cH:15][c:16]([F:20])[cH:17][cH:18][cH:19]2)[n:5][c:6]2[cH:7][cH:8][cH:9][cH:10][c:11]12. Reactants: C(C)OC(C(C)(C)OC1=C(C=C(C=C1)OCC1=CC=CC=C1)Br)=O (2-(4-Benzyloxy-2-bromo-phenoxy)-2-methyl-propionic acid ethyl ester), C1(=CC=CC=C1)B(O)O (phenyl boronic acid), C(=O)([O-])[O-].[Na+].[Na+] (Na2CO3). Reagents/catalysts: C=1C=CC(=CC1)[P](C=2C=CC=CC2)(C=3C=CC=CC3)[Pd]([P](C=4C=CC=CC4)(C=5C=CC=CC5)C=6C=CC=CC6)([P](C=7C=CC=CC7)(C=8C=CC=CC8)C=9C=CC=CC9)[P](C=1C=CC=CC1)(C=1C=CC=CC1)C=1C=CC=CC1 (tetrakis(triphenylphosphine)palladium). Solvent: C1(=CC=CC=C1)C (toluene), C(C)O (ethanol). Product: C(C)OC(C(C)(C)OC1=C(C=C(C=C1)OCC1=CC=CC=C1)C1=CC=CC=C1)=O (2-(5-Benzyloxy-biphenyl-2-yloxy)-2-methyl-propionic acid ethyl ester). RXN SMILES: [CH2:1]([O:3][C:4](=[O:24])[C:5]([O:8][C:9]1[CH:14]=[CH:13][C:12]([O:15][CH2:16][C:17]2[CH:22]=[CH:21][CH:20]=[CH:19][CH:18]=2)=[CH:11][C:10]=1Br)([CH3:7])[CH3:6])[CH3:2].[C:25]1(B(O)O)[CH:30]=[CH:29][CH:28]=[CH:27][CH:26]=1.C([O-])([O-])=O.[Na+].[Na+]>C1(C)C=CC=CC=1.C(O)C.C1C=CC([P]([Pd]([P](C2C=CC=CC=2)(C2C=CC=CC=2)C2C=CC=CC=2)([P](C2C=CC=CC=2)(C2C=CC=CC=2)C2C=CC=CC=2)[P](C2C=CC=CC=2)(C2C=CC=CC=2)C2C=CC=CC=2)(C2C=CC=CC=2)C2C=CC=CC=2)=CC=1>[CH2:1]([O:3][C:4](=[O:24])[C:5]([O:8][C:9]1[CH:14]=[CH:13][C:12]([O:15][CH2:16][C:17]2[CH:22]=[CH:21][CH:20]=[CH:19][CH:18]=2)=[CH:11][C:10]=1[C:25]1[CH:30]=[CH:29][CH:28]=[CH:27][CH:26]=1)([CH3:7])[CH3:6])[CH3:2] |f:2.3.4,^1:53,55,74,93|. Reported procedure: 2-(4-Benzyloxy-2-bromo-phenoxy)-2-methyl-propionic acid ethyl ester (3.00 g, 7.63 mmol) and phenyl boronic acid (1.12 g, 9.15 mmol) were dissolved in toluene (75 mL)/ethanol (75 mL). The solution was degassed (2×), and tetrakis(triphenylphosphine)palladium (70 mg, 0.061 mmol) was added followed by aqueous 2M Na2CO3 solution (7.63 mL, 15.3 mmol). The reaction mixture was degassed (2×) and heated to reflux under argon for 16 h. The reaction mixture cooled and partitioned between ethyl acetate (200...